From a dataset of the Open Reaction Database (ORD), a public repository of structured organic reaction records. describe an organic reaction: reactants, conditions, products, and yield Reactants: [Al+3], CC(=O)Cl, [Cl-], [Cl-], [Cl-], Cl, COc1ccc(-c2ccccc2)cc1F, S=C=S. Product: COc1ccc(-c2ccc(C(C)=O)cc2)cc1F. Reaction SMILES: [Al+3:21].[CH3:16][C:17]([Cl:18])=[O:19].[Cl-:20].[Cl-:22].[Cl-:23].[ClH:24].[F:1][c:2]1[cH:3][c:4](-[c:10]2[cH:11][cH:12][cH:13][cH:14][cH:15]2)[cH:5][cH:6][c:7]1[O:8][CH3:9].[S:25]=[C:26]=[S:27]>>[F:1][c:2]1[cH:3][c:4](-[c:10]2[cH:11][cH:12][c:13]([C:17]([CH3:16])=[O:19])[cH:14][cH:15]2)[cH:5][cH:6][c:7]1[O:8][CH3:9].